The task is: describe an organic reaction: reactants, conditions, products, and yield. This data is from the Open Reaction Database (ORD), a public repository of structured organic reaction records. The reactants are NC(C#N)C1=CC=CC=C1 (2-amino-2-phenylacetonitrile), C(C)(=O)CC(=O)NC1=CC=CC=C1 (α-acetyl-N-phenyl-acetamide). The solvent is C(C)O (ethanol). Yields the product NC1=C(NC(=C1C(NC1=CC=CC=C1)=O)C)C1=CC=CC=C1 (3-Amino-5-methyl-2-phenyl-4-phenylcarbamoylpyrrole). Reaction SMILES: [NH2:1][CH:2]([C:5]1[CH:10]=[CH:9][CH:8]=[CH:7][CH:6]=1)[C:3]#[N:4].[C:11]([CH2:14][C:15]([NH:17][C:18]1[CH:23]=[CH:22][CH:21]=[CH:20][CH:19]=1)=[O:16])(=O)[CH3:12]>C(O)C>[NH2:4][C:3]1[C:14]([C:15](=[O:16])[NH:17][C:18]2[CH:23]=[CH:22][CH:21]=[CH:20][CH:19]=2)=[C:11]([CH3:12])[NH:1][C:2]=1[C:5]1[CH:10]=[CH:9][CH:8]=[CH:7][CH:6]=1. Reported procedure: This compound is prepared starting from 2-amino-2-phenylacetonitrile and α-acetyl-N-phenyl-acetamide, and is obtained with a 73% overall yield, m.p. 271°-73° C. (from ethanol).